This data is from the Open Reaction Database (ORD), a public repository of structured organic reaction records. The task is: describe an organic reaction: reactants, conditions, products, and yield Reactants: CCOC(=O)C(F)(F)F, NC(CO)CO, C1CCOC1. The product is O=C(NC(CO)CO)C(F)(F)F. Reaction SMILES: [F:7][C:8]([C:9](=[O:10])[O:11][CH2:12][CH3:13])([F:14])[F:15].[NH2:1][CH:2]([CH2:3][OH:4])[CH2:5][OH:6].[O:16]1[CH2:17][CH2:18][CH2:19][CH2:20]1>>[NH:1]([CH:2]([CH2:3][OH:4])[CH2:5][OH:6])[C:9]([C:8]([F:7])([F:14])[F:15])=[O:10].